From a dataset of the Open Reaction Database (ORD), a public repository of structured organic reaction records. describe an organic reaction: reactants, conditions, products, and yield The reactants are CC(C)(C)C1CCC(O)C(C(C)(C)C)C1, [Cr], [Cu]. Product: CC(C)(C)C1CCC(=O)C(C(C)(C)C)C1. Reaction SMILES: [C:1]([CH3:2])([CH3:3])([CH3:4])[CH:5]1[CH:6]([OH:15])[CH2:7][CH2:8][CH:9]([C:11]([CH3:12])([CH3:13])[CH3:14])[CH2:10]1.[Cr:16].[Cu:17]>>[C:1]([CH3:2])([CH3:3])([CH3:4])[CH:5]1[C:6](=[O:15])[CH2:7][CH2:8][CH:9]([C:11]([CH3:12])([CH3:13])[CH3:14])[CH2:10]1. Reactants: C1(CCCC1)NCCC#N (3-(cyclopentylamino)propionitrile), C(C)(C)(C)OC(=O)N(CCOC=1C=C(C(=O)O)C=C(C1)Cl)C1=CC=NC=C1 (3-[2-(tert-butoxycarbonyl-pyridin-4-yl-amino)-ethoxy]-5-chloro-benzoic acid), CN(C)C(=[N+](C)C)ON1C2=C(C=CC=C2)N=N1.[B-](F)(F)(F)F (TBTU), C=1C=CC2=C(C1)N=NN2O (HOBt), CCN(C(C)C)C(C)C (DIPEA). Solvent: CN(C)C=O (DMF). Run at time 18 hour. Product: C(C)(C)(C)OC(N(C1=CC=NC=C1)CCOC1=CC(=CC(=C1)C(N(C1CCCC1)CCC#N)=O)Cl)=O ((2-{3-Chloro-5-[(2-cyano-ethyl)-cyclopentyl-carbamoyl]-phenoxy}-ethyl)-pyridin-4-yl-carbamic acid tert-butyl ester). The yield is 146.2%. RXN SMILES: [C:1]([O:5][C:6]([N:8]([C:22]1[CH:27]=[CH:26][N:25]=[CH:24][CH:23]=1)[CH2:9][CH2:10][O:11][C:12]1[CH:13]=[C:14]([CH:18]=[C:19]([Cl:21])[CH:20]=1)[C:15](O)=[O:16])=[O:7])([CH3:4])([CH3:3])[CH3:2].CN(C(ON1N=NC2C=CC=CC1=2)=[N+](C)C)C.[B-](F)(F)(F)F.C1C=CC2N(O)N=NC=2C=1.CCN(C(C)C)C(C)C.[CH:69]1([NH:74][CH2:75][CH2:76][C:77]#[N:78])[CH2:73][CH2:72][CH2:71][CH2:70]1>CN(C=O)C>[C:1]([O:5][C:6](=[O:7])[N:8]([CH2:9][CH2:10][O:11][C:12]1[CH:13]=[C:14]([C:15](=[O:16])[N:74]([CH2:75][CH2:76][C:77]#[N:78])[CH:69]2[CH2:73][CH2:72][CH2:71][CH2:70]2)[CH:18]=[C:19]([Cl:21])[CH:20]=1)[C:22]1[CH:27]=[CH:26][N:25]=[CH:24][CH:23]=1)([CH3:2])([CH3:3])[CH3:4] |f:1.2|. Procedure details: To a stirred solution of 3-[2-(tert-butoxycarbonyl-pyridin-4-yl-amino)-ethoxy]-5-chloro-benzoic acid (0.100 g), TBTU (0.080 g) and HOBt (0.034 g) in DMF (3 ml) was added DIPEA (0.087 ml) followed by 3-(cyclopentylamino)propionitrile (0.035 g) after 15 min. The reaction mixture was stirred at room temperature for 18 h and then concentrated under reduced pressure. The residue was washed with water and extracted with ethyl acetate. The organic layer was dried with brine and MgSO4, filtered and conc...